Dataset: the Open Reaction Database (ORD), a public repository of structured organic reaction records. Task: describe an organic reaction: reactants, conditions, products, and yield The reactants are ClC1=C(C(=CC=C1)C)N1C(C=C2CC(CC=C12)CC)=O (1-(2-Chloro-6-methyl-phenyl)-5-ethyl-1,4,5,6-tetrahydro-indol-2-one). Reagents/catalysts: [Pd] (Pd—C). The solvent is C=1(C(=CC=CC1)C)C (xylene). The product is ClC1=C(C(=CC=C1)C)N1C(CC2=CC(=CC=C12)CC)=O (N-(2-Chloro-6-methyl-phenyl)-5-ethyl-oxindole). As a reaction SMILES: [Cl:1][C:2]1[CH:7]=[CH:6][CH:5]=[C:4]([CH3:8])[C:3]=1[N:9]1[C:17]2[C:12]([CH2:13][CH:14]([CH2:18][CH3:19])[CH2:15][CH:16]=2)=[CH:11][C:10]1=[O:20]>[Pd].C1(C)C(C)=CC=CC=1>[Cl:1][C:2]1[CH:7]=[CH:6][CH:5]=[C:4]([CH3:8])[C:3]=1[N:9]1[C:17]2[C:12](=[CH:13][C:14]([CH2:18][CH3:19])=[CH:15][CH:16]=2)[CH2:11][C:10]1=[O:20]. Procedure: 1-(2-Chloro-6-methyl-phenyl)-5-ethyl-1,4,5,6-tetrahydro-indol-2-one can be oxidized by classical methods, e.g. with 10% Pd—C in refluxing xylene to yield N-(2-Chloro-6-methyl-phenyl)-5-ethyl-oxindole. Starting materials: C(C)(C)(C)OC(=O)N1[C@@H](CC(C1)=NOCC1=CC=C(C=C1)OC)C(=O)O ((2S,4EZ)-1-(tert-butoxycarbonyl)-4-{[(4-methoxybenzyl)oxy]imino}-2-pyrrolidinecarboxylic acid), C1(=CC=CC=C1)C(C(=O)Cl)C1=CC=CC=C1 (diphenylacetyl chloride), N1CCCCC1 (piperidine). Reaction SMILES: C(O[C:6]([N:8]1[CH2:12][C:11](=[N:13][O:14][CH2:15][C:16]2[CH:21]=[CH:20][C:19]([O:22][CH3:23])=[CH:18][CH:17]=2)[CH2:10][C@H:9]1[C:24]([OH:26])=O)=[O:7])(C)(C)C.[C:27]1([CH:33]([C:37]2[CH:42]=[CH:41][CH:40]=[CH:39][CH:38]=2)C(Cl)=O)[CH:32]=[CH:31][CH:30]=[CH:29][CH:28]=1.[NH:43]1[CH2:48][CH2:47][CH2:46][CH2:45][CH2:44]1>>[CH3:23][O:22][C:19]1[CH:18]=[CH:17][C:16]([CH2:15][O:14][N:13]=[C:11]2[CH2:10][C@@H:9]([C:24]([N:43]3[CH2:48][CH2:47][CH2:46][CH2:45][CH2:44]3)=[O:26])[N:8]([C:6](=[O:7])[CH:33]([C:27]3[CH:28]=[CH:29][CH:30]=[CH:31][CH:32]=3)[C:37]3[CH:38]=[CH:39][CH:40]=[CH:41][CH:42]=3)[CH2:12]2)=[CH:21][CH:20]=1. Product: COC1=CC=C(CON=C2CN([C@@H](C2)C(=O)N2CCCCC2)C(C(C2=CC=CC=C2)C2=CC=CC=C2)=O)C=C1 ((3EZ,5S)-1-(diphenylacetyl)-5-(1-piperidinylcarbonyl)-3-pyrrolidinone O-(4-methoxybenzyl)oxime). Reported procedure: Following the general method as outlined in Example 22, starting from (2S,4EZ)-1-(tert-butoxycarbonyl)-4-{[(4-methoxybenzyl)oxy]imino}-2-pyrrolidinecarboxylic acid, diphenylacetyl chloride, and piperidine the title compound was obtained in 87% purity by LC/MS. MS(ESI+): m/z=526.4.